Dataset: the Open Reaction Database (ORD), a public repository of structured organic reaction records. Task: describe an organic reaction: reactants, conditions, products, and yield The reactants are 6-alkoxy-7-aminoalkoxyquinazolin-4-one, 7-alkoxy-6-aminoalkoxyquinazolin-4-one, COC=1C=C(C(=O)OCC)C(=CC1OCCCN1CCOCC1)N (ethyl 3-methoxy-4-(3-morpholinopropoxy)-6-aminobenzoate), C(=O)N (formamide). The product is COC=1C=C2C(NC=NC2=CC1OCCCN1CCOCC1)=O (6-methoxy-7-(3-morpholinopropoxy)quinazolin-4-one). The yield is 68.0%. RXN SMILES: [CH3:1][O:2][C:3]1[CH:4]=[C:5]([C:11]([NH2:24])=[CH:12][C:13]=1[O:14][CH2:15][CH2:16][CH2:17][N:18]1[CH2:23][CH2:22][O:21][CH2:20][CH2:19]1)[C:6]([O:8]CC)=O.[CH:25]([NH2:27])=O>>[CH3:1][O:2][C:3]1[CH:4]=[C:5]2[C:11](=[CH:12][C:13]=1[O:14][CH2:15][CH2:16][CH2:17][N:18]1[CH2:19][CH2:20][O:21][CH2:22][CH2:23]1)[N:24]=[CH:25][NH:27][C:6]2=[O:8]. Reported procedure: WO 01/21594 describes a process for a 6-alkoxy-7-aminoalkoxyquinazolin-4-one compound or a 7-alkoxy-6-aminoalkoxyquinazolin-4-one compound. For instance, ethyl 3-methoxy-4-(3-morpholinopropoxy)-6-aminobenzoate is reacted with formamide to give 6-methoxy-7-(3-morpholinopropoxy)quinazolin-4-one in 68% yield. This process, however, has a problem as an industrially applicable process in that the yield is low, and the teratogenetic formamide is reacted at an elevated temperature in an excessive amoun...